This data is from the Open Reaction Database (ORD), a public repository of structured organic reaction records. The task is: describe an organic reaction: reactants, conditions, products, and yield Starting materials: C(C)(=O)SC(C(C(=O)O[C@@H](CC1=C(C=[N+](C=C1Cl)[O-])Cl)C1=CC(=C(C=C1)OC(F)F)OCC1CC1)N)(C)C (4-((2S)-2-(3-(acetylthio)-2-amino-3-methylbutanoyloxy)-2-(3-(cyclopropylmethoxy)-4-(difluoromethoxy)phenyl)ethyl)-3,5-dichloropyridine 1-oxide), C1(=CC=CC=C1)S(=O)(=O)Cl (benzenesulfonyl chloride). The solvent is N1=CC=CC=C1 (pyridine). Run at time 2 hour. The product is C(C)(=O)SC(C(C(=O)O[C@@H](CC1=C(C=[N+](C=C1Cl)[O-])Cl)C1=CC(=C(C=C1)OC(F)F)OCC1CC1)NS(=O)(=O)C1=CC=CC=C1)(C)C (4-((2S)-2-(3-(acetylthio)-3-methyl-2-(phenylsulfonamido)-butanoyloxy)-2-(3-(cyclopropylmethoxy)-4-(difluoromethoxy)phenyl)ethyl)-3,5-dichloropyridine 1-oxide). Yield: 8.0%. RXN SMILES: [C:1]([S:4][C:5]([CH3:38])([CH3:37])[CH:6]([NH2:36])[C:7]([O:9][C@H:10]([C:21]1[CH:26]=[CH:25][C:24]([O:27][CH:28]([F:30])[F:29])=[C:23]([O:31][CH2:32][CH:33]2[CH2:35][CH2:34]2)[CH:22]=1)[CH2:11][C:12]1[C:17]([Cl:18])=[CH:16][N+:15]([O-:19])=[CH:14][C:13]=1[Cl:20])=[O:8])(=[O:3])[CH3:2].[C:39]1([S:45](Cl)(=[O:47])=[O:46])[CH:44]=[CH:43][CH:42]=[CH:41][CH:40]=1>N1C=CC=CC=1>[C:1]([S:4][C:5]([CH3:38])([CH3:37])[CH:6]([NH:36][S:45]([C:39]1[CH:44]=[CH:43][CH:42]=[CH:41][CH:40]=1)(=[O:47])=[O:46])[C:7]([O:9][C@H:10]([C:21]1[CH:26]=[CH:25][C:24]([O:27][CH:28]([F:30])[F:29])=[C:23]([O:31][CH2:32][CH:33]2[CH2:35][CH2:34]2)[CH:22]=1)[CH2:11][C:12]1[C:13]([Cl:20])=[CH:14][N+:15]([O-:19])=[CH:16][C:17]=1[Cl:18])=[O:8])(=[O:3])[CH3:2]. Reported procedure: 4-((2S)-2-(3-(acetylthio)-2-amino-3-methylbutanoyloxy)-2-(3-(cyclopropylmethoxy)-4-(difluoromethoxy)phenyl)ethyl)-3,5-dichloropyridine 1-oxide (101 mg, 0.170 mmol) was dissolved in pyridine (1 ml), then benzenesulfonyl chloride (60 mg, 0.340 mmol) was added at 0° C., and the mixture was stirred at RT for 2 hours. The reaction was quenched with HCl 1N, and the product was extracted with EtOAc. The organic phase was washed with HCl 1N (2×) and brine, then dried over Na2SO4. The solvent was removed... Starting materials: CC(C)N(CCC(c1ccccc1)c1cc(CCO)ccc1OCc1ccccc1)C(C)C, CS(=O)(=O)Cl, CCN(C(C)C)C(C)C, ClCCl. Yields the product CC(C)N(CCC(c1ccccc1)c1cc(CCOS(C)(=O)=O)ccc1OCc1ccccc1)C(C)C. Reaction SMILES: [CH2:1]([c:2]1[cH:3][cH:4][cH:5][cH:6][cH:7]1)[O:8][c:9]1[c:10]([CH:18]([CH2:19][CH2:20][N:21]([CH:22]([CH3:23])[CH3:24])[CH:25]([CH3:26])[CH3:27])[c:28]2[cH:29][cH:30][cH:31][cH:32][cH:33]2)[cH:11][c:12]([CH2:15][CH2:16][OH:17])[cH:13][cH:14]1.[CH3:43][S:44]([Cl:45])(=[O:46])=[O:47].[CH:34]([N:35]([CH2:36][CH3:37])[CH:38]([CH3:39])[CH3:40])([CH3:41])[CH3:42].[Cl:48][CH2:49][Cl:50]>>[CH2:1]([c:2]1[cH:3][cH:4][cH:5][cH:6][cH:7]1)[O:8][c:9]1[c:10]([CH:18]([CH2:19][CH2:20][N:21]([CH:22]([CH3:23])[CH3:24])[CH:25]([CH3:26])[CH3:27])[c:28]2[cH:29][cH:30][cH:31][cH:32][cH:33]2)[cH:11][c:12]([CH2:15][CH2:16][O:17][S:44]([CH3:43])(=[O:46])=[O:47])[cH:13][cH:14]1. Starting materials: COC=1C=C(C(=O)OC)C=C(C1O)OC (methyl 3,5-dimethoxy-4-hydroxy-benzoate), ICC (iodoethane), CN(C=O)C (dimethylformamide), [H-].[Na+] (sodium hydride). Run in C(C)(=O)OCC.CCCCCC (ethyl acetate hexane), C(C)(=O)OCC (ethyl acetate). Conditions: time 2 hour. Product: COC=1C=C(C(=O)OC)C=C(C1OCC)OC (methyl 3,5-dimethoxy-4-ethoxy-benzoate). RXN SMILES: [CH3:1][O:2][C:3]1[CH:4]=[C:5]([CH:10]=[C:11]([O:14][CH3:15])[C:12]=1[OH:13])[C:6]([O:8][CH3:9])=[O:7].CN(C)C=O.[H-].[Na+].I[CH2:24][CH3:25]>C(OCC)(=O)C.C(OCC)(=O)C.CCCCCC>[CH3:15][O:14][C:11]1[CH:10]=[C:5]([CH:4]=[C:3]([O:2][CH3:1])[C:12]=1[O:13][CH2:24][CH3:25])[C:6]([O:8][CH3:9])=[O:7] |f:2.3,6.7|. Procedure: Combine methyl 3,5-dimethoxy-4-hydroxy-benzoate (2.12 g, 10 mmol) and dimethylformamide (50 mL). Cool in an ice bath. Add portionwise, sodium hydride (0.4 g, 16.7 mmol). after 2 hours, add iodoethane (4 mL, 50 mmol). Warm to ambient temperature. After 18 hours, dilute the reaction mixture with ethyl acetate and extract with water, 1M hydrochloric acid solution, a saturated sodium bicarbonate solution, and then brine. Dry the organic layer over MgSO4, filtered and evaporated in vacuo to give a re... Reactants: CCl, Cc1ccccc1, COc1cc2c(c(Cl)c1Cl)C(=O)C(c1ccccc1)C2, [Na+], [OH-], O. Yields the product COc1cc2c(c(Cl)c1Cl)C(=O)C(C)(c1ccccc1)C2. As a reaction SMILES: [CH3:1][Cl:2].[CH3:25][c:26]1[cH:27][cH:28][cH:29][cH:30][cH:31]1.[Cl:3][c:4]1[c:5]([O:21][CH3:22])[cH:6][c:7]2[c:11]([c:12]1[Cl:13])[C:10](=[O:14])[CH:9]([c:15]1[cH:16][cH:17][cH:18][cH:19][cH:20]1)[CH2:8]2.[Na+:24].[OH-:23].[OH2:32]>>[CH3:1][C:9]1([c:15]2[cH:16][cH:17][cH:18][cH:19][cH:20]2)[CH2:8][c:7]2[cH:6][c:5]([O:21][CH3:22])[c:4]([Cl:3])[c:12]([Cl:13])[c:11]2[C:10]1=[O:14]. The reactants are C1NC(CC=2C3=CC=CC=C3NC12)C(=O)O ((3RS)-1,2,3,4-tetrahydro-β-carboline-3-carboxylic acid), C1(=CC=CS1)CCl (2-thenyl chloride), [OH-].[Na+] (NaOH), C(=S)=S (carbon disulfide). Solvent: CS(=O)C (dimethylsulfoxide). The product is C1(=CC=CS1)CSC(=S)N1CC=2NC3=CC=CC=C3C2CC1C(=O)O ((3RS)-2-[(2-Thenylthio)thiocarbonyl]-1,2,3,4-tetrahydro-β-carboline-3-carboxylic acid). As a reaction SMILES: [CH2:1]1[C:13]2[NH:12][C:11]3[C:6](=[CH:7][CH:8]=[CH:9][CH:10]=3)[C:5]=2[CH2:4][CH:3]([C:14]([OH:16])=[O:15])[NH:2]1.[OH-].[Na+].[C:19](=[S:21])=[S:20].[C:22]1([CH2:27]Cl)[S:26][CH:25]=[CH:24][CH:23]=1>CS(C)=O>[C:22]1([CH2:27][S:20][C:19]([N:2]2[CH:3]([C:14]([OH:16])=[O:15])[CH2:4][C:5]3[C:6]4[C:11](=[CH:10][CH:9]=[CH:8][CH:7]=4)[NH:12][C:13]=3[CH2:1]2)=[S:21])[S:26][CH:25]=[CH:24][CH:23]=1 |f:1.2|. Procedure details: In the same manner as descsribed in Example 32, (3RS)-1,2,3,4-tetrahydro-β-carboline-3-carboxylic acid (4.32 g), 20N NaOH (2.2 ml), carbon disulfide (1.45 ml), dimethylsulfoxide (13 ml) and 2-thenyl chloride (3.18 g) are reacted and treated. The product is crystallized from ethanol to give the title compound (4.1 g) as pale yellow crystals, m.p. 172° C. (decomp.). Reactants: C(C)N (ethyl amine), COC(C1=C(N=C(C=C1)C)Cl)=O (2-chloro-6-methylnicotinic acid methyl ester). Run in C(C)O (ethanol). Yields the product COC(C1=C(N=C(C=C1)C)NCC)=O (2-ethylamino-6-methylnicotinic acid methyl ester). Reaction SMILES: [CH2:1]([NH2:3])[CH3:2].[CH3:4][O:5][C:6](=[O:15])[C:7]1[CH:12]=[CH:11][C:10]([CH3:13])=[N:9][C:8]=1Cl>C(O)C>[CH3:4][O:5][C:6](=[O:15])[C:7]1[CH:12]=[CH:11][C:10]([CH3:13])=[N:9][C:8]=1[NH:3][CH2:1][CH3:2]. Procedure: To a cold solution of 5.4 g. (0.12 mole) of anhydrous ethyl amine in 5 ml. of ethanol was added 11.1 g. (0.06 mole) of 2-chloro-6-methylnicotinic acid methyl ester. The mixture was heated in a glass autoclave over a steam bath for 5 hours. The mixture was then evaporated in a rotary evaporator and the residue was added to 100 ml. of water and was basified with concentrated ammonium hydroxide. The mixture was then extracted with 100 ml. of chloroform. The chloroform layer was dried over magnesium... Reactants: ClC1=CC=C(C=C1)C=1C=C(C=NC1OCC(F)(F)F)N (5-(4-chloro-phenyl)-6-(2,2, 2-trifluoro-ethoxy)-pyridin-3-ylamine), N1=CN=C(C=C1)C(=O)O (4-pyrimidinecarboxylic acid). Yields the product ClC1=CC=C(C=C1)C=1C=C(C=NC1OCC(F)(F)F)NC(=O)C1=NC=NC=C1 (4-pyrimidinecarboxylic acid[5-(4-chloro-phenyl)-6-(2,2,2-trifluoro-ethoxy)-pyridin-3-yl]-amide). As a reaction SMILES: [Cl:1][C:2]1[CH:7]=[CH:6][C:5]([C:8]2[CH:9]=[C:10]([NH2:20])[CH:11]=[N:12][C:13]=2[O:14][CH2:15][C:16]([F:19])([F:18])[F:17])=[CH:4][CH:3]=1.[N:21]1[CH:26]=[CH:25][C:24]([C:27](O)=[O:28])=[N:23][CH:22]=1>>[Cl:1][C:2]1[CH:3]=[CH:4][C:5]([C:8]2[CH:9]=[C:10]([NH:20][C:27]([C:24]3[CH:25]=[CH:26][N:21]=[CH:22][N:23]=3)=[O:28])[CH:11]=[N:12][C:13]=2[O:14][CH2:15][C:16]([F:17])([F:18])[F:19])=[CH:6][CH:7]=1. Procedure details: The title compound was synthesized in analogy to Example 1, using 5-(4-chloro-phenyl)-6-(2,2, 2-trifluoro-ethoxy)-pyridin-3-ylamine and 4-pyrimidinecarboxylic acid as starting materials, MS (LC/MS): 409.0 (M+H).